From a dataset of the Open Reaction Database (ORD), a public repository of structured organic reaction records. describe an organic reaction: reactants, conditions, products, and yield The reactants are O=C([O-])[O-], CO, COc1ccc2nc(C=Cc3ccccn3)nc(NC3CCC(CNC(=O)C(F)(F)F)CC3)c2c1, [K+], [K+], O. The product is COc1ccc2nc(C=Cc3ccccn3)nc(NC3CCC(CN)CC3)c2c1. Reaction SMILES: [C:36](=[O:37])([O-:38])[O-:39].[CH3:42][OH:43].[F:1][C:2]([F:3])([F:4])[C:34]([NH:5][CH2:6][CH:7]1[CH2:8][CH2:9][CH:10]([NH:13][c:14]2[n:15][c:16]([CH:26]=[CH:27][c:28]3[n:29][cH:30][cH:31][cH:32][cH:33]3)[n:17][c:18]3[cH:19][cH:20][c:21]([O:24][CH3:25])[cH:22][c:23]23)[CH2:11][CH2:12]1)=[O:35].[K+:40].[K+:41].[OH2:44]>>[NH2:5][CH2:6][CH:7]1[CH2:8][CH2:9][CH:10]([NH:13][c:14]2[n:15][c:16]([CH:26]=[CH:27][c:28]3[n:29][cH:30][cH:31][cH:32][cH:33]3)[n:17][c:18]3[cH:19][cH:20][c:21]([O:24][CH3:25])[cH:22][c:23]23)[CH2:11][CH2:12]1. The reactants are BrC=1C=C2CCCNC2=NC1C(OC)OC (6-bromo-7-(dimethoxymethyl)-1,2,3,4-tetrahydro-1,8-naphthyridine), BrC=1C=C2CCCNC2=NC1C(OC)OC (6-bromo-7-(dimethoxymethyl)-1,2,3,4-tetrahydro-1,8-naphthyridine), O1CCC(=CC1)B1OC(C(O1)(C)C)(C)C (2-(3,6-dihydro-2H-pyran-4-yl)-4,4,5,5-tetramethyl-1,3,2-dioxaborolane). Reagents/catalysts: Cl[Pd]([P](C1=CC=CC=C1)(C2=CC=CC=C2)C3=CC=CC=C3)([P](C4=CC=CC=C4)(C5=CC=CC=C5)C6=CC=CC=C6)Cl (Pd(PPh3)2Cl2). The solvent is C(=O)([O-])[O-].[Na+].[Na+] (Na2CO3), COCCOC (1,2-dimethoxyethane). Run at temperature 100 celsius. Product: O1CCC(=CC1)C=1C=C2CCCNC2=NC1C(OC)OC (6-(3,6-dihydro-2H-pyran-4-yl)-7-(dimethoxymethyl)-1,2,3,4-tetrahydro-1,8-naphthyridine). RXN SMILES: Br[C:2]1[CH:3]=[C:4]2[C:9](=[N:10][C:11]=1[CH:12]([O:15][CH3:16])[O:13][CH3:14])[NH:8][CH2:7][CH2:6][CH2:5]2.[O:17]1[CH2:22][CH:21]=[C:20](B2OC(C)(C)C(C)(C)O2)[CH2:19][CH2:18]1>C([O-])([O-])=O.[Na+].[Na+].COCCOC.Cl[Pd](Cl)([P](C1C=CC=CC=1)(C1C=CC=CC=1)C1C=CC=CC=1)[P](C1C=CC=CC=1)(C1C=CC=CC=1)C1C=CC=CC=1>[O:17]1[CH2:18][CH:19]=[C:20]([C:2]2[CH:3]=[C:4]3[C:9](=[N:10][C:11]=2[CH:12]([O:15][CH3:16])[O:13][CH3:14])[NH:8][CH2:7][CH2:6][CH2:5]3)[CH2:21][CH2:22]1 |f:2.3.4,^1:46,65|. Reported procedure: A mixture of 6-bromo-7-(dimethoxymethyl)-1,2,3,4-tetrahydro-1,8-naphthyridine (intermediate 12, 1.0 g, 3.48 mmol), 2-(3,6-dihydro-2H-pyran-4-yl)-4,4,5,5-tetramethyl-1,3,2-dioxaborolane (1.49 g, 6.96 mmol) and Pd(PPh3)2Cl2 (0.24 g, 0.35 mmol) in aqueous Na2CO3 solution (2 M, 5.2 ml) and 1,2-dimethoxyethane (40 ml) was heated for 1.5 h at 100° C. under an atmosphere of argon. The cooled reaction mixture was then partitioned between aqueous NaHCO3 solution and EtOAc, the organic layer washed with b... Reactants: OC1=C2N(C(=NC1=O)CC1(CCCC1)N1C=CC=3C1=NC=CC3)CCN(C2=O)C (9-hydroxy-2-methyl-6-(1-pyrrolo[2,3-b]pyridin-1-yl-cyclopentylmethyl)-3,4-dihydro-2H-pyrazino[1,2-c]pyrimidine-1,8-dione), C(C1=CC=CC=C1)OC1=C2N(C(=NC1=O)CC1(CCCC1)N1C=CC=3C1=NC=CC3)CCN(C2=O)C2CCC2 (9-Benzyloxy-2-cyclobutyl-6-(1-pyrrolo[2,3-b]pyridin-1-yl-cyclopentylmethyl)-3,4-dihydro-2H-pyrazino[1,2-c]pyrimidine-1,8-dione). Procedure: 2-Cyclobutyl-9-hydroxy-6-(1-pyrrolo[2,3-b]pyridin-1-yl-cyclopentylmethyl)-3,4-dihydro-2H-pyrazino[1,2-c]pyrimidine-1,8-dione (428) was prepared following the same method as described for 9-hydroxy-2-methyl-6-(1-pyrrolo[2,3-b]pyridin-1-yl-cyclopentylmethyl)-3,4-dihydro-2H-pyrazino[1,2-c]pyrimidine-1,8-dione (408) from 9-benzyloxy-2-cyclobutyl-6-(1-pyrrolo[2,3-b]pyridin-1-yl-cyclopentylmethyl)-3,4-dihydro-2H-pyrazino[1,2-c]pyrimidine-1,8-dione (427) (55 mg, 0.10 mmol) and was obtained as an off-wh... The yield is 81.0%. Yields the product C1(CCC1)N1C(C=2N(C(=NC(C2O)=O)CC2(CCCC2)N2C=CC=3C2=NC=CC3)CC1)=O (2-Cyclobutyl-9-hydroxy-6-(1-pyrrolo[2,3-b]pyridin-1-yl-cyclopentylmethyl)-3,4-dihydro-2H-pyrazino[1,2-c]pyrimidine-1,8-dione), solid. RXN SMILES: OC1C(=O)N=C(CC2(N3C4=NC=CC=C4C=C3)CCCC2)N2CCN(C)C(=O)C=12.C([O:37][C:38]1[C:43](=[O:44])[N:42]=[C:41]([CH2:45][C:46]2([N:51]3[C:55]4=[N:56][CH:57]=[CH:58][CH:59]=[C:54]4[CH:53]=[CH:52]3)[CH2:50][CH2:49][CH2:48][CH2:47]2)[N:40]2[CH2:60][CH2:61][N:62]([CH:65]3[CH2:68][CH2:67][CH2:66]3)[C:63](=[O:64])[C:39]=12)C1C=CC=CC=1>>[CH:65]1([N:62]2[CH2:61][CH2:60][N:40]3[C:41]([CH2:45][C:46]4([N:51]5[C:55]6=[N:56][CH:57]=[CH:58][CH:59]=[C:54]6[CH:53]=[CH:52]5)[CH2:47][CH2:48][CH2:49][CH2:50]4)=[N:42][C:43](=[O:44])[C:38]([OH:37])=[C:39]3[C:63]2=[O:64])[CH2:68][CH2:67][CH2:66]1. Reactants: BrC1=C2C=CC=NC2=C(C=C1)C=O (5-Bromoquinoline-8-carbaldehyde), [OH-].[Na+] (NaOH). The reagents and catalysts are [N+](=O)([O-])[O-].[Ag+] (silver nitrate). Solvent: C1CCOC1 (THF). Run at time 30 minute. The product is BrC1=C2C=CC=NC2=C(C=C1)C(=O)O (5-Bromoquinoline-8-carboxylic acid). RXN SMILES: [Br:1][C:2]1[CH:11]=[CH:10][C:9]([CH:12]=[O:13])=[C:8]2[C:3]=1[CH:4]=[CH:5][CH:6]=[N:7]2.[OH-:14].[Na+]>C1COCC1.[N+]([O-])([O-])=O.[Ag+]>[Br:1][C:2]1[CH:11]=[CH:10][C:9]([C:12]([OH:14])=[O:13])=[C:8]2[C:3]=1[CH:4]=[CH:5][CH:6]=[N:7]2 |f:1.2,4.5|. Procedure details: To a solution of 5-Bromoquinoline-8-carbaldehyde (10 g, 0.039 mol) in THF (300 ml) was added aqueous NaOH (30 g) and followed by silver nitrate (10.79 g, 0.0635 mol) lot wise at RT for 10 min and this reaction mixture was stirred at RT for 30 min. The reaction completion was confirmed by TLC. After completion of reaction the reaction mixture was filtered. The black solid was wanded with THF, MeOH and DMF (50 ml each). (Note: Product was not soluble in any of these solvents!! The filtrate and was... Starting materials: CN(C)Cc1c(-c2ccccc2)[nH]c2nccnc12, CCOC(C)=O, CCO, CI. The product is C[N+](C)(C)Cc1c(-c2ccccc2)[nH]c2nccnc12, [I-]. As a reaction SMILES: [CH3:1][N:2]([CH2:3][c:4]1[c:5](-[c:13]2[cH:14][cH:15][cH:16][cH:17][cH:18]2)[nH:6][c:7]2[n:8][cH:9][cH:10][n:11][c:12]12)[CH3:19].[CH3:22][CH2:23][O:24][C:25](=[O:26])[CH3:27].[CH3:28][CH2:29][OH:30].[I:20][CH3:21]>>[CH3:1][N+:2]([CH2:3][c:4]1[c:5](-[c:13]2[cH:14][cH:15][cH:16][cH:17][cH:18]2)[nH:6][c:7]2[n:8][cH:9][cH:10][n:11][c:12]12)([CH3:19])[CH3:21].[I-:20]. Starting materials: COc1ccc(-c2nnc(C(=O)N3CC(Oc4ccc(C=O)cc4)C3)o2)cc1, CS(C)=O, ClCCl, Cl, OC1CCCNCC1, [Na+], O=C([O-])O. Yields the product COc1ccc(-c2nnc(C(=O)N3CC(Oc4ccc(CN5CCCC(O)CC5)cc4)C3)o2)cc1. As a reaction SMILES: [CH3:1][O:2][c:3]1[cH:4][cH:5][c:6](-[c:9]2[n:10][n:11][c:12]([C:14](=[O:15])[N:16]3[CH2:17][CH:18]([O:20][c:21]4[cH:22][cH:23][c:24]([CH:25]=[O:26])[cH:27][cH:28]4)[CH2:19]3)[o:13]2)[cH:7][cH:8]1.[CH3:43][S:44]([CH3:45])=[O:46].[Cl:47][CH2:48][Cl:49].[ClH:29].[NH:30]1[CH2:31][CH2:32][CH:33]([OH:37])[CH2:34][CH2:35][CH2:36]1.[Na+:42].[O-:38][C:39]([OH:40])=[O:41]>>[CH3:1][O:2][c:3]1[cH:4][cH:5][c:6](-[c:9]2[n:10][n:11][c:12]([C:14](=[O:15])[N:16]3[CH2:17][CH:18]([O:20][c:21]4[cH:22][cH:23][c:24]([CH2:25][N:30]5[CH2:31][CH2:32][CH:33]([OH:37])[CH2:34][CH2:35][CH2:36]5)[cH:27][cH:28]4)[CH2:19]3)[o:13]2)[cH:7][cH:8]1.